describe an organic reaction: reactants, conditions, products, and yield From a dataset of the Open Reaction Database (ORD), a public repository of structured organic reaction records. Reactants: Cc1ccccc1, CO, COc1cc(N)c(Cl)cc1C(=O)O. Yields the product COC(=O)c1cc(Cl)c(N)cc1OC. RXN SMILES: [CH3:14][c:15]1[cH:16][cH:17][cH:18][cH:19][cH:20]1.[CH3:21][OH:22].[NH2:1][c:2]1[cH:3][c:4]([O:12][CH3:13])[c:5]([C:6](=[O:7])[OH:8])[cH:9][c:10]1[Cl:11]>>[NH2:1][c:2]1[cH:3][c:4]([O:12][CH3:13])[c:5]([C:6](=[O:7])[O:8][CH3:14])[cH:9][c:10]1[Cl:11]. Reactants: CC1=C(C=CC=C1NC(C(C(CC)C)C1=CC=C(C=C1)CN1N=C(OCC1=O)C1=CC=CC=C1)=O)CCC(=O)OCC (ethyl 3-{2-methyl-3-[(3-methyl-2-{4-[(5-oxo-2-phenyl-5,6-dihydro-4H-1,3,4-oxadiazin-4-yl)methyl]phenyl}pentanoyl)amino]phenyl}propanoate), [OH-].[Na+] (sodium hydroxide). Solvent: C1CCOC1 (THF). Yields the product CC1=C(C=CC=C1NC(C(C(CC)C)C1=CC=C(C=C1)CN1N=C(OCC1=O)C1=CC=CC=C1)=O)CCC(=O)O (3-{2-Methyl-3-[(3-methyl-2-{4-[(5-oxo-2-phenyl-5,6-dihydro-4H-1,3,4-oxadiazin-4-yl)methyl]phenyl}pentanoyl)amino]phenyl}propanoic acid). As a reaction SMILES: [CH3:1][C:2]1[C:7]([NH:8][C:9](=[O:35])[CH:10]([C:15]2[CH:20]=[CH:19][C:18]([CH2:21][N:22]3[C:27](=[O:28])[CH2:26][O:25][C:24]([C:29]4[CH:34]=[CH:33][CH:32]=[CH:31][CH:30]=4)=[N:23]3)=[CH:17][CH:16]=2)[CH:11]([CH3:14])[CH2:12][CH3:13])=[CH:6][CH:5]=[CH:4][C:3]=1[CH2:36][CH2:37][C:38]([O:40]CC)=[O:39].[OH-].[Na+]>C1COCC1>[CH3:1][C:2]1[C:7]([NH:8][C:9](=[O:35])[CH:10]([C:15]2[CH:20]=[CH:19][C:18]([CH2:21][N:22]3[C:27](=[O:28])[CH2:26][O:25][C:24]([C:29]4[CH:30]=[CH:31][CH:32]=[CH:33][CH:34]=4)=[N:23]3)=[CH:17][CH:16]=2)[CH:11]([CH3:14])[CH2:12][CH3:13])=[CH:6][CH:5]=[CH:4][C:3]=1[CH2:36][CH2:37][C:38]([OH:40])=[O:39] |f:1.2|. Reported procedure: A solution of 175 mg (0.31 mmol) of ethyl 3-{2-methyl-3-[(3-methyl-2-{4-[(5-oxo-2-phenyl-5,6-dihydro-4H-1,3,4-oxadiazin-4-yl)methyl]phenyl}pentanoyl)amino]phenyl}propanoate (Example 151A) in 5.5 ml of THF and 1.2 ml (1.2 mmol) of 1 N aqueous sodium hydroxide solution was stirred at 60° C. overnight. After the reaction had gone to completion, the THF was removed under reduced pressure and the reaction solution was diluted with water and then adjusted to pH 2 with 1 M hydrochloric acid. The precip... The reactants are esters, ClC=1C=C(C=CC1)C(=CC=O)C1=CC(=CC=C1)Cl (3,3-bis(3-chlorophenyl)-2-propenal), C(=O)(OCC)C=P(C1=CC=CC=C1)(C1=CC=CC=C1)C1=CC=CC=C1 ((carbethoxymethylene)triphenylphosphorane). Solvent: C(C)O (ethanol). Product: C(C)OC(\C=C/C=C(C1=CC(=CC=C1)Cl)C1=CC(=CC=C1)Cl)=O ((Z)-5,5-bis(3-chlorophenyl)-2,4-pentadienoic acid ethyl ester), C(C)OC(\C=C\C=C(C1=CC(=CC=C1)Cl)C1=CC(=CC=C1)Cl)=O ((E)-5,5-bis(3-chlorophenyl)-2,4-pentadienoic acid ethyl ester). RXN SMILES: [Cl:1][C:2]1[CH:3]=[C:4]([C:8]([C:12]2[CH:17]=[CH:16][CH:15]=[C:14]([Cl:18])[CH:13]=2)=[CH:9][CH:10]=O)[CH:5]=[CH:6][CH:7]=1.[C:19]([CH:24]=P(C1C=CC=CC=1)(C1C=CC=CC=1)C1C=CC=CC=1)([O:21][CH2:22][CH3:23])=[O:20]>C(O)C>[CH2:22]([O:21][C:19](=[O:20])/[CH:24]=[CH:10]\[CH:9]=[C:8]([C:12]1[CH:17]=[CH:16][CH:15]=[C:14]([Cl:18])[CH:13]=1)[C:4]1[CH:5]=[CH:6][CH:7]=[C:2]([Cl:1])[CH:3]=1)[CH3:23].[CH2:22]([O:21][C:19](=[O:20])/[CH:24]=[CH:10]/[CH:9]=[C:8]([C:12]1[CH:17]=[CH:16][CH:15]=[C:14]([Cl:18])[CH:13]=1)[C:4]1[CH:5]=[CH:6][CH:7]=[C:2]([Cl:1])[CH:3]=1)[CH3:23]. Procedure: In the manner described in Example 99, 3,3-bis(3-chlorophenyl)-2-propenal (14.6 g) was reacted with (carbethoxymethylene)triphenylphosphorane (19.15 g) in ethanol (50 ml) for 30 minutes at ambient temperature. The mixture of esters obtained from the usual work up was purified by HPLC (dichloromethanehexane; 1:2) to provide 3.2 g of the less polar (Z)-5,5-bis(3-chlorophenyl)-2,4-pentadienoic acid ethyl ester as an oil, and 11.2 g of (E)-5,5-bis(3-chlorophenyl)-2,4-pentadienoic acid ethyl ester. A... Starting materials: C1(=CC=C(C=C1)S(=O)(=O)OCCCCC1=CC=C(C=C1)CCOC1=NC=NC2=CC=CC=C12)C (4-(2-(4-(4-p-toluenesulfonyloxybutyl)phenyl) ethoxy) quinazoline), [F-].[K+].C1COCCOCCN2CCOCCOCCN1CCOCCOCC2 (potassium fluoride kryptofix 222), C1CCOC1 (THF). The solvent is O (water). Run at time 15 minute. Yields the product FCCCCC1=CC=C(C=C1)CCOC1=NC=NC2=CC=CC=C12 (4-(2-(4-(4-fluorobutyl)phenyl) ethoxy) quinazoline). As a reaction SMILES: C1(C)C=CC(S(O[CH2:11][CH2:12][CH2:13][CH2:14][C:15]2[CH:20]=[CH:19][C:18]([CH2:21][CH2:22][O:23][C:24]3[C:33]4[C:28](=[CH:29][CH:30]=[CH:31][CH:32]=4)[N:27]=[CH:26][N:25]=3)=[CH:17][CH:16]=2)(=O)=O)=CC=1.[F-:35].[K+].C1N2CCOCCOCCN(CCOCCOCC2)CCOCCOC1.C1COCC1>O>[F:35][CH2:11][CH2:12][CH2:13][CH2:14][C:15]1[CH:20]=[CH:19][C:18]([CH2:21][CH2:22][O:23][C:24]2[C:33]3[C:28](=[CH:29][CH:30]=[CH:31][CH:32]=3)[N:27]=[CH:26][N:25]=2)=[CH:17][CH:16]=1 |f:1.2.3|. Reported procedure: 4-(2-(4-(4-p-toluenesulfonyloxybutyl)phenyl) ethoxy) quinazoline (0.3 g, 0.63 mmol) is added to a solution of potassium fluoride/kryptofix 222 in 5 ml THF (1:1 ratio, 3.15 mmol each). After stirring at room temperature for 15 minutes the solution is then refluxed for 20 minutes. It is then cooled and water is added to it. The solution is then extracted in dichloromethane and washed with water and dried. The crude product is purified by silica gel flash chromatography (ethyl acetate/hexanes) to a... Reactants: BrC=1C=C2C=CC(=NC2=C(C1)P(OCC)(OCC)=O)C=O (diethyl 6-bromo-2-formyl-8-quinolylphosphonate), solution, C(C(C)C)[Mg]Br (isobutylmagnesium bromide), C1CCOC1 (THF). Solvent: C1(=CC=CC=C1)C (toluene). Reaction conditions: time 2 hour. The product is BrC=1C=C2C=CC(=NC2=C(C1)P(OCC)(OCC)=O)C(CC(C)C)O (diethyl 6-bromo-2-(1-hydroxy-3-methylbutyl)-8-quinolylphosphonate). The yield is 53.0%. RXN SMILES: [Br:1][C:2]1[CH:3]=[C:4]2[C:9](=[C:10]([P:12](=[O:19])([O:16][CH2:17][CH3:18])[O:13][CH2:14][CH3:15])[CH:11]=1)[N:8]=[C:7]([CH:20]=[O:21])[CH:6]=[CH:5]2.[CH2:22]([Mg]Br)[CH:23]([CH3:25])[CH3:24].C1COCC1>C1(C)C=CC=CC=1>[Br:1][C:2]1[CH:3]=[C:4]2[C:9](=[C:10]([P:12](=[O:19])([O:16][CH2:17][CH3:18])[O:13][CH2:14][CH3:15])[CH:11]=1)[N:8]=[C:7]([CH:20]([OH:21])[CH2:22][CH:23]([CH3:25])[CH3:24])[CH:6]=[CH:5]2. Reported procedure: To a solution of diethyl 6-bromo-2-formyl-8-quinolylphosphonate (293 mg, 0.78 mmol) in toluene (6 mL) at −10° C. was added a 2M solution of isobutylmagnesium bromide in THF (1.59 mL, 3.12 mmol). The mixture was stirred at −10° C. to −5° C. for 2 h. Aqueous NH4CL was added and the mixture was extracted with EtOAc. The organic extracts were washed with brine, dried (anhyd. MgSO4) and concentrated in vacuo. The residue was purified by chromatography on silica gel to give 179 mg (53%) of the title c... The reactants are C(C)(=O)O (acetic acid), C(=O)(O)C(C(=C)C)N1C(C(C1SN1C(C=2C(C1=O)=CC=CC2)=O)NC(CC2=CC=CC=C2)=O)=O (1-(1-carboxy-2-methylprop-2-enyl)-3-phenylacetamido-4-phthalimidothio-azetidin-2-one), [N+](=[N-])=C (diazomethane). The solvent is O1CCCC1 (tetrahydrofuran), C(C)OCC (diethyl ether). Yields the product COC(=O)C(C(=C)C)N1C(C(C1SN1C(C=2C(C1=O)=CC=CC2)=O)NC(CC2=CC=CC=C2)=O)=O (1-(1-methoxycarbonyl-2-methylprop-2-enyl)-3-phenylacetamido-4-phthalimidothio-azetidin-2-one). Reaction SMILES: [C:1]([CH:4]([N:8]1[CH:11]([S:12][N:13]2[C:17](=[O:18])[C:16]3=[CH:19][CH:20]=[CH:21][CH:22]=[C:15]3[C:14]2=[O:23])[CH:10]([NH:24][C:25](=[O:33])[CH2:26][C:27]2[CH:32]=[CH:31][CH:30]=[CH:29][CH:28]=2)[C:9]1=[O:34])[C:5]([CH3:7])=[CH2:6])([OH:3])=[O:2].[N+](=[CH2:37])=[N-].C(O)(=O)C>O1CCCC1.C(OCC)C>[CH3:37][O:2][C:1]([CH:4]([N:8]1[CH:11]([S:12][N:13]2[C:14](=[O:23])[C:15]3=[CH:22][CH:21]=[CH:20][CH:19]=[C:16]3[C:17]2=[O:18])[CH:10]([NH:24][C:25](=[O:33])[CH2:26][C:27]2[CH:28]=[CH:29][CH:30]=[CH:31][CH:32]=2)[C:9]1=[O:34])[C:5]([CH3:7])=[CH2:6])=[O:3]. Procedure details: To a suspension of 14 g (29 mmoles) of 1-(1-carboxy-2-methylprop-2-enyl)-3-phenylacetamido-4-phthalimidothio-azetidin-2-one (prepared as described in Example 5 B) in 100 ml of tetrahydrofuran a solution of 35 mmoles of diazomethane in diethyl ether was added. The clear solution was treated with acetic acid to remove excess diazomethane and evaporated to dryness. After addition of 100 ml of benzene the solution was filtered, concentrated and chromatographed on a column containing 500 g of silica ... Starting materials: FC(OC1=CC=C(C=C1)[N+](=O)[O-])(F)F (4-Trifluoromethoxynitrobenzene), S(O)(O)(=O)=O (sulfuric acid), Br(=O)(=O)[O-].[K+] (Potassium bromate). The solvent is O (water). Run at temperature 80 celsius. The product is BrC=1C=C(N)C=CC1OC(F)(F)F (3-Bromo-4-trifluoromethoxy-aniline). Reaction SMILES: [F:1][C:2]([F:14])([F:13])[O:3][C:4]1[CH:9]=[CH:8][C:7]([N+:10]([O-])=O)=[CH:6][CH:5]=1.S(=O)(=O)(O)O.[Br:20]([O-])(=O)=O.[K+]>O>[Br:20][C:5]1[CH:6]=[C:7]([CH:8]=[CH:9][C:4]=1[O:3][C:2]([F:14])([F:13])[F:1])[NH2:10] |f:2.3|. Procedure: 4-Trifluoromethoxynitrobenzene (4.1 g) was suspended in water (16 ml) and concentrated sulfuric acid (16 ml) and warmed to 80° C. with stirring. Potassium bromate (3.7 g) was added portionwise over 3 hours. The resulting mixture was heated at 80° C. for a further 2 hours, cooled to room temperature and poured onto ice (100 g). The mixture was extracted with ethyl acetate, dried (MgSO4), filtered, and the solvent removed in vacuo. The recovered solid (1.0 g) was taken up in acetic acid (2.5 ml) a... Reactants: C(C)(=O)C(C#N)C1=CC=C(C=C1)F (α-Acetyl-4-fluorophenylacetonitrile), CNN (methylhydrazine). The solvent is C(C)O (ethanol). Yields the product NC1=C(C(=NN1C)C)C1=CC=C(C=C1)F (5-amino-4-(4-fluorophenyl)-1,3-dimethylpyrazole). RXN SMILES: [C:1]([CH:4]([C:7]1[CH:12]=[CH:11][C:10]([F:13])=[CH:9][CH:8]=1)[C:5]#[N:6])(=O)[CH3:2].[CH3:14][NH:15][NH2:16]>C(O)C>[NH2:6][C:5]1[N:15]([CH3:14])[N:16]=[C:1]([CH3:2])[C:4]=1[C:7]1[CH:12]=[CH:11][C:10]([F:13])=[CH:9][CH:8]=1. Reported procedure: α-Acetyl-4-fluorophenylacetonitrile (65.1 g) and methylhydrazine (30.9 mL) were dissolved in ethanol (320 mL), and the mixture was heated under reflux for 3 hrs. After the completion of the reaction, the reaction mixture was cooled to room temperature, and the solvent was evaporated. The obtained solid was collected by filtration and washed with hexane to give 5-amino-4-(4-fluorophenyl)-1,3-dimethylpyrazole (69.5 g). Reactants: CC(=O)O[BH-](OC(C)=O)OC(C)=O, ClCCl, CC(=O)O, CO, NC(=O)c1ccc(Oc2ccc(C=O)cc2)nc1, ClCCCl, Cl, FC(F)(F)c1cccc(C2CCCNC2)c1, [Na+]. Product: NC(=O)c1ccc(Oc2ccc(CN3CCCC(c4cccc(C(F)(F)F)c4)C3)cc2)nc1. As a reaction SMILES: [C:36]([O:37][BH-:38]([O:39][C:40](=[O:41])[CH3:42])[O:43][C:44](=[O:45])[CH3:46])(=[O:47])[CH3:48].[CH2:60]([Cl:61])[Cl:62].[CH3:50][C:51](=[O:52])[OH:53].[CH3:58][OH:59].[CH:18](=[O:19])[c:20]1[cH:21][cH:22][c:23]([O:24][c:25]2[n:26][cH:27][c:28]([C:29](=[O:30])[NH2:31])[cH:32][cH:33]2)[cH:34][cH:35]1.[Cl:54][CH2:55][CH2:56][Cl:57].[ClH:17].[F:1][C:2]([c:3]1[cH:4][c:5]([CH:9]2[CH2:10][NH:11][CH2:12][CH2:13][CH2:14]2)[cH:6][cH:7][cH:8]1)([F:15])[F:16].[Na+:49]>>[F:1][C:2]([c:3]1[cH:4][c:5]([CH:9]2[CH2:10][N:11]([CH2:18][c:20]3[cH:21][cH:22][c:23]([O:24][c:25]4[n:26][cH:27][c:28]([C:29](=[O:30])[NH2:31])[cH:32][cH:33]4)[cH:34][cH:35]3)[CH2:12][CH2:13][CH2:14]2)[cH:6][cH:7][cH:8]1)([F:15])[F:16].